This data is from the Open Reaction Database (ORD), a public repository of structured organic reaction records. The task is: describe an organic reaction: reactants, conditions, products, and yield Reactants: N (ammonia), resultant mixture, C(C1=CC=CC=C1)OCCC12OCC(CO1)(CO2)C (1-(2-Benzyloxyethyl)-4-methyl-2,6,7-trioxabicyclo-[2.2.2]octane), [Na] (sodium), [Cl-].[NH4+] (ammonium chloride), N (ammonia). The solvent is O1CCCC1 (tetrahydrofuran). Product: OCCC12OCC(CO1)(CO2)C (1-(2-hydroxyethyl)-4-methyl-2,6,7-trioxabicyclo[2.2.2]octane). The yield is 60.0%. As a reaction SMILES: N.C([O:9][CH2:10][CH2:11][C:12]12[O:19][CH2:18][C:15]([CH3:20])([CH2:16][O:17]1)[CH2:14][O:13]2)C1C=CC=CC=1.[Na].[Cl-].[NH4+]>O1CCCC1>[OH:9][CH2:10][CH2:11][C:12]12[O:13][CH2:14][C:15]([CH3:20])([CH2:16][O:17]1)[CH2:18][O:19]2 |f:3.4,^1:20|. Procedure: To liquid ammonia (35 ml) was added, under an argon atmosphere, a solution of 1-(2-Benzyloxyethyl)-4-methyl-2,6,7-trioxabicyclo-[2.2.2]octane (3.54 g) in anhydrous tetrahydrofuran (8 ml). Metallic sodium (500 mg) was then added thereto, and the resultant mixture was stirred for 3 hours at -78° C. After ammonium chloride was added to the reaction mixture, ammonia was evaporated, and tetrahydrofuran was evaporated under reduced pressure. The residue was washed with ether, and the resultant solid w... The product is C(C=C)C=1C(=C(C=O)C=CC1O)O (3-Allyl-2,4-dihydroxybenzaldehyde). Starting materials: O (water), C(C)(=O)OCC (ethyl acetate), C(C=C)OC1=C(C=O)C=CC(=C1)O (2-allyloxy-4-hydroxybenzaldehyde), CN(C1=CC=CC=C1)C (N,N-dimethylaniline). Reaction SMILES: C([O:4][C:5]1[CH:12]=[C:11]([OH:13])[CH:10]=[CH:9][C:6]=1[CH:7]=[O:8])C=C.O.C(OCC)(=O)C.CN(C)[C:23]1[CH:28]=CC=C[CH:24]=1>>[CH2:28]([C:12]1[C:5]([OH:4])=[C:6]([CH:9]=[CH:10][C:11]=1[OH:13])[CH:7]=[O:8])[CH:23]=[CH2:24]. Procedure: 3.10 g of 2-allyloxy-4-hydroxybenzaldehyde was dissolved in 6 ml of N,N-dimethylaniline, and the reaction solution was heated to reflux under nitrogen atmosphere. Approximately 2.5 hours later, the reaction solution was stood to cool. Thereafter, water and ethyl acetate were added to the reaction solution, so as to separate an organic layer. The obtained organic layer was washed with 5 N hydrochloric acid, water, and a saturated sodium chloride solution, and then dried over anhydrous magnesium s... Reactants: C(C)(=O)C1=CC=C(C=C1)N1C[C@H](CC1)N[C@H](C)C1=CC=CC2=CC=CC=C12 ((S)-1-(4-acetylphenyl)pyrrolidin-3-yl-[(R)-1-(naphthalen-1-yl)ethyl]amine), ClC(=O)N([C@@H]1CN(CC1)C(=O)OC(C)(C)C)[C@H](C)C1=CC=CC2=CC=CC=C12 (tert-butyl (S)-3-[chlorocarbonyl-[(R)-1-(naphthalen-1-yl)ethyl]amino]pyrrolidine-1-carboxylate), C(C)(C)(C)O (tert-butanol). Reaction conditions: temperature 60 celsius, time 2 day. Product: C(C)(C)(C)OC(=O)N([C@@H]1CN(CC1)C(=O)OC(C)(C)C)[C@H](C)C1=CC=CC2=CC=CC=C12 (tert-butyl (S)-3-[tert-butoxycarbonyl-[(R)-1-(naphthalen-1-yl)ethyl]amino]pyrrolidine-1-carboxylate). Reaction SMILES: C(C1C=CC(N2CC[C@H](N[C@@H](C3C4C(=CC=CC=4)C=CC=3)C)C2)=CC=1)(=O)C.Cl[C:29]([N:31]([C@@H:44]([C:46]1[C:55]2[C:50](=[CH:51][CH:52]=[CH:53][CH:54]=2)[CH:49]=[CH:48][CH:47]=1)[CH3:45])[C@H:32]1[CH2:36][CH2:35][N:34]([C:37]([O:39][C:40]([CH3:43])([CH3:42])[CH3:41])=[O:38])[CH2:33]1)=[O:30].[C:56]([OH:60])([CH3:59])([CH3:58])[CH3:57]>>[C:56]([O:60][C:29]([N:31]([C@@H:44]([C:46]1[C:55]2[C:50](=[CH:51][CH:52]=[CH:53][CH:54]=2)[CH:49]=[CH:48][CH:47]=1)[CH3:45])[C@H:32]1[CH2:36][CH2:35][N:34]([C:37]([O:39][C:40]([CH3:43])([CH3:41])[CH3:42])=[O:38])[CH2:33]1)=[O:30])([CH3:59])([CH3:58])[CH3:57]. Reported procedure: To a solution of 14.9 g of triphosgene dissolved in 400 ml of methylene chloride was added dropwise a solution containing 25.68 g of tert-butyl (R)-3-[1-(naphthalen-1-yl)ethylamino]pyrrolidine-1-carboxylate (the compound obtained in the above-mentioned Reference example 1.005 (1)) and 31.5 ml of triethylamine in 100 ml of methylene chloride at −20° C. Further, 7.5 g of triphosgene was added to the same, and the mixture was stirred at room temperature for 30 minutes. Water was added to the reacti... Starting materials: ClC1=C(C=O)C=CC=C1Cl (2,3-dichlorobenzaldehyde), C(CC(=O)C)(=O)OCCN1CCC(CC1)C(C1=CC=CC=C1)C1=CC=CC=C1 (2-(4-diphenylmethylpiperidino)ethyl acetoacetate), N\C(=C/C(=O)OCC)\C (ethyl 3-aminocrotonate). Solvent: CC(C)O (2-propanol). Product: ClC1=C(C=CC=C1Cl)C1C(=C(NC(=C1C(=O)OCC)C)C)C(=O)OCCN1CCC(CC1)C(C1=CC=CC=C1)C1=CC=CC=C1 (2-(4-diphenylmethylpiperidino)ethyl ethyl 4-(2,3-dichlorophenyl)-1,4-dihydro-2,6-dimethyl-3,5-pyridinedicarboxylate). As a reaction SMILES: [Cl:1][C:2]1[C:9]([Cl:10])=[CH:8][CH:7]=[CH:6][C:3]=1[CH:4]=O.[C:11]([O:17][CH2:18][CH2:19][N:20]1[CH2:25][CH2:24][CH:23]([CH:26]([C:33]2[CH:38]=[CH:37][CH:36]=[CH:35][CH:34]=2)[C:27]2[CH:32]=[CH:31][CH:30]=[CH:29][CH:28]=2)[CH2:22][CH2:21]1)(=[O:16])[CH2:12][C:13]([CH3:15])=O.[NH2:39]/[C:40](/[CH3:47])=[CH:41]\[C:42]([O:44][CH2:45][CH3:46])=[O:43]>CC(O)C>[Cl:1][C:2]1[C:9]([Cl:10])=[CH:8][CH:7]=[CH:6][C:3]=1[CH:4]1[C:41]([C:42]([O:44][CH2:45][CH3:46])=[O:43])=[C:40]([CH3:47])[NH:39][C:13]([CH3:15])=[C:12]1[C:11]([O:17][CH2:18][CH2:19][N:20]1[CH2:21][CH2:22][CH:23]([CH:26]([C:33]2[CH:34]=[CH:35][CH:36]=[CH:37][CH:38]=2)[C:27]2[CH:32]=[CH:31][CH:30]=[CH:29][CH:28]=2)[CH2:24][CH2:25]1)=[O:16]. Procedure: A mixture of 2,3-dichlorobenzaldehyde (0.615 g), 2-(4-diphenylmethylpiperidino)ethyl acetoacetate (1.30 g), ethyl 3-aminocrotonate (0.450 g) and 2-propanol (10 ml) was treated in the same manner as Example 13 to give 2-(4-diphenylmethylpiperidino)ethyl ethyl 4-(2,3-dichlorophenyl)-1,4-dihydro-2,6-dimethyl-3,5-pyridinedicarboxylate as a light-yellow powder. Yield 0.272 g (11.9%). m.p. 81°-85° C. (sintering). The product is ClC1=CC=C(C=C1)N1CCN(CC1)[C@@H]1C[C@@H](CC1)C(=O)O ((1R,3S)-3-(4-(4-chlorophenyl)piperazin-1-yl)cyclopentanecarboxylic acid). The solvent is O (water), O (water). Reaction SMILES: [Cl:1][C:2]1[CH:7]=[CH:6][C:5]([N:8]2[CH2:13][CH2:12][N:11]([C@H:14]3[CH2:18][CH2:17][C@@H:16]([C:19]([O:21]C)=[O:20])[CH2:15]3)[CH2:10][CH2:9]2)=[CH:4][CH:3]=1.O.[OH-].[Li+]>O>[Cl:1][C:2]1[CH:3]=[CH:4][C:5]([N:8]2[CH2:13][CH2:12][N:11]([C@H:14]3[CH2:18][CH2:17][C@@H:16]([C:19]([OH:21])=[O:20])[CH2:15]3)[CH2:10][CH2:9]2)=[CH:6][CH:7]=1 |f:1.2.3|. Reaction conditions: time 20 hour. Reported procedure: To a stirred solution of (1R,3S)-methyl 3-(4-(4-chlorophenyl)piperazin-1-yl)cyclopentanecarboxylate (1.5 g, 4.65 mmol) in tetrahudrofuran:water (4:1) was added a solution of lithium hydroxide monohydrate (0.58 g, 13.94 mmol) in 5 ml water. Reaction mixture was allowed to stir at room temperature for 20 h. Upon completion, the reaction mixture was concentrated under reduced pressure to remove tetrahudrofuran. The resulting residue was diluted with 10 ml of water followed by washing with diethyl e... The reactants are ClC1=CC=C(C=C1)N1CCN(CC1)[C@@H]1C[C@@H](CC1)C(=O)OC ((1R,3S)-methyl 3-(4-(4-chlorophenyl)piperazin-1-yl)cyclopentanecarboxylate), O.[OH-].[Li+] (lithium hydroxide monohydrate). The yield is 69.6%. Starting materials: O=C1OCc2cc(Br)ccc21, [C-]#N, [C-]#N, [C-]#N, [Na+], CN(C)C=O, [Zn+2], c1ccc(P(c2ccccc2)(c2ccccc2)[Pd](P(c2ccccc2)(c2ccccc2)c2ccccc2)(P(c2ccccc2)(c2ccccc2)c2ccccc2)P(c2ccccc2)(c2ccccc2)c2ccccc2)cc1. The product is N#Cc1ccc2c(c1)COC2=O. Reaction SMILES: [Br:4][c:5]1[cH:6][c:7]2[c:11]([cH:12][cH:13]1)[C:10](=[O:14])[O:9][CH2:8]2.[C-:1]#[N:2].[C-:20]#[N:21].[C-:23]#[N:24].[Na+:3].[O:15]=[CH:16][N:17]([CH3:18])[CH3:19].[Zn+2:22].[cH:25]1[cH:26][cH:27][c:28]([P:29]([Pd:30]([P:31]([c:32]2[cH:33][cH:34][cH:35][cH:36][cH:37]2)([c:38]2[cH:39][cH:40][cH:41][cH:42][cH:43]2)[c:44]2[cH:45][cH:46][cH:47][cH:48][cH:49]2)([P:50]([c:51]2[cH:52][cH:53][cH:54][cH:55][cH:56]2)([c:57]2[cH:58][cH:59][cH:60][cH:61][cH:62]2)[c:63]2[cH:64][cH:65][cH:66][cH:67][cH:68]2)[P:69]([c:70]2[cH:71][cH:72][cH:73][cH:74][cH:75]2)([c:76]2[cH:77][cH:78][cH:79][cH:80][cH:81]2)[c:82]2[cH:83][cH:84][cH:85][cH:86][cH:87]2)([c:88]2[cH:89][cH:90][cH:91][cH:92][cH:93]2)[c:94]2[cH:95][cH:96][cH:97][cH:98][cH:99]2)[cH:100][cH:101]1>>[C:1](#[N:2])[c:5]1[cH:6][c:7]2[c:11]([cH:12][cH:13]1)[C:10](=[O:14])[O:9][CH2:8]2.